The task is: describe an organic reaction: reactants, conditions, products, and yield. This data is from the Open Reaction Database (ORD), a public repository of structured organic reaction records. Reactants: [OH-].[Na+] (Sodium hydroxide), C(C(C)C)(=O)CC(=O)OC (methyl isobutyrylacetate). The solvent is O (water). Reaction conditions: time 6 hour. The product is C(C(C)C)(=O)CC(=O)O (isobutyrylacetic acid). Reaction SMILES: [OH-].[Na+].[C:3]([CH2:8][C:9]([O:11]C)=[O:10])(=[O:7])[CH:4]([CH3:6])[CH3:5]>O>[C:3]([CH2:8][C:9]([OH:11])=[O:10])(=[O:7])[CH:4]([CH3:6])[CH3:5] |f:0.1|. Reported procedure: Sodium hydroxide (0.4 g) was dissolved in water (10 ml) and methyl isobutyrylacetate (manufactured by Fluka Corp., 1.44 g) was added thereto and stirred for 6 hours at room temperature. The reaction product was washed with ether and ether extraction was performed by adding a 10%-dilute sulfuric acid (4.9 g). An excess of anhydrous sodium sulfate was added to the ether extract, drying was performed thereon, and the anhydrous sodium sulfate was removed by filtering. In addition, the ether was remo... Starting materials: CC1=[N+](C=CC(=C1)C=CC1=CC=CC=C1)[O-] (2-methyl-4-styryl-pyridine 1-oxide), COS(=O)(=O)OC (dimethylsulfate), [C-]#N.[Na+] (NaCN). Product: CC1=CC(=CC(=N1)C#N)\C=C\C1=CC=CC=C1 (trans-6-Methyl-4-styryl-pyridine-2-carbonitrile). RXN SMILES: [CH3:1][C:2]1[CH:7]=[C:6]([CH:8]=[CH:9][C:10]2[CH:15]=[CH:14][CH:13]=[CH:12][CH:11]=2)[CH:5]=[CH:4][N+:3]=1[O-].COS(OC)(=O)=O.[C-:24]#[N:25].[Na+]>>[CH3:1][C:2]1[N:3]=[C:4]([C:24]#[N:25])[CH:5]=[C:6](/[CH:8]=[CH:9]/[C:10]2[CH:15]=[CH:14][CH:13]=[CH:12][CH:11]=2)[CH:7]=1 |f:2.3|. Procedure details: Following, the general method described in example 2b, 2-methyl-4-styryl-pyridine 1-oxide was reacted first with dimethylsulfate and then with NaCN. After extraction and chromatography (SiO2 with CH2Cl2) the title compound was obtained as a yellow crystalline material. MS: m/e=220 (M+). Starting materials: C(C)(C)(C)NS(=O)(=O)C1=CC=CC=C1 (N-t-butylbenzenesulfonamide), C(CCC)[Li] (n-butyllithium), B(OC(C)C)(OC(C)C)OC(C)C (triisopropyl borate). The product is C(C)(C)(C)NS(=O)(=O)C1=C(C=CC=C1)B(O)O (2-(N-t-Butylsulfamoyl)phenylboronic Acid). As a reaction SMILES: [C:1]([NH:5][S:6]([C:9]1[CH:14]=[CH:13][CH:12]=[CH:11][CH:10]=1)(=[O:8])=[O:7])([CH3:4])([CH3:3])[CH3:2].C([Li])CCC.[B:20](OC(C)C)([O:25]C(C)C)[O:21]C(C)C>>[C:1]([NH:5][S:6]([C:9]1[CH:14]=[CH:13][CH:12]=[CH:11][C:10]=1[B:20]([OH:25])[OH:21])(=[O:8])=[O:7])([CH3:4])([CH3:2])[CH3:3]. Procedure: By the method described in Example 10, Step B, N-t-butylbenzenesulfonamide [G. Lombardino, J. Org. Chem., 36, 1843 (1971)] was deprotonated with n-butyllithium, and the resulting dianion was reacted with triisopropyl borate and worked up with acid to give the title compound, which was used directly in the next step without further purification. Reactants: C1(=CC=C(C=C1)C[C@@H](C(=O)N(C)C)NC(=O)C1(CCCC1)CC(=C)Cl)C1=CC=CC=C1 ((S)—N-(3-(biphenyl-4-yl)-1-(dimethylamino)-1-oxopropan-2-yl)-1-(2-chloroallyl)cyclopentanecarboxamide), O=[O+][O-] (ozone), CC(=O)C (acetone). Reaction conditions: temperature -78 celsius, time 5 minute. The product is C1(=CC=C(C=C1)C[C@@H](C(=O)N(C)C)NC(=O)C1(CCCC1)CC(=O)O)C1=CC=CC=C1 ((S)-2-(1-(3-(biphenyl-4-yl)-1-(dimethylamino)-1-oxopropan-2-ylcarbamoyl)cyclopentyl)acetic acid). Reaction SMILES: [C:1]1([C:26]2[CH:31]=[CH:30][CH:29]=[CH:28][CH:27]=2)[CH:6]=[CH:5][C:4]([CH2:7][C@H:8]([NH:14][C:15]([C:17]2(CC(Cl)=C)[CH2:21][CH2:20][CH2:19][CH2:18]2)=[O:16])[C:9]([N:11]([CH3:13])[CH3:12])=[O:10])=[CH:3][CH:2]=1.[O:32]=[O+][O-].C[C:36]([CH3:38])=[O:37]>>[C:1]1([C:26]2[CH:31]=[CH:30][CH:29]=[CH:28][CH:27]=2)[CH:6]=[CH:5][C:4]([CH2:7][C@H:8]([NH:14][C:15]([C:17]2([CH2:38][C:36]([OH:32])=[O:37])[CH2:21][CH2:20][CH2:19][CH2:18]2)=[O:16])[C:9]([N:11]([CH3:13])[CH3:12])=[O:10])=[CH:3][CH:2]=1. Procedure details: To a solution of (S)—N-(3-(biphenyl-4-yl)-1-(dimethylamino)-1-oxopropan-2-yl)-1-(2-chloroallyl)cyclopentanecarboxamide (78 mg, 0.18 mmol) in acetone (5 mL) at −78° C. was bubbled ozone for 1 minutes with a persistent pale blue color. The mixture was stirred at −78° C. for 5 minutes. To the mixture was bubbled oxygen for 10 minutes then added dimethyl sulfide (0.5 mL) followed by 1 mL of water. The mixture was stirred for 1 hr at room temperature and concentrated under reduced pressure. The obtai... Reactants: CC(=O)N1CCN(c2ccc(NC(=O)Cc3ccc(I)cc3)nc2)CC1, O=C([O-])[O-], Cc1ccccc1, CCO, OB(O)c1ccnc(Cl)c1, [Na+], [Na+], c1ccc(P(c2ccccc2)(c2ccccc2)[Pd](P(c2ccccc2)(c2ccccc2)c2ccccc2)(P(c2ccccc2)(c2ccccc2)c2ccccc2)P(c2ccccc2)(c2ccccc2)c2ccccc2)cc1. The product is CC(=O)N1CCN(c2ccc(NC(=O)Cc3ccc(-c4ccnc(Cl)c4)cc3)nc2)CC1. As a reaction SMILES: [C:1]([CH3:2])(=[O:3])[N:4]1[CH2:5][CH2:6][N:7]([c:10]2[cH:11][cH:12][c:13]([NH:16][C:17]([CH2:18][c:19]3[cH:20][cH:21][c:22]([I:25])[cH:23][cH:24]3)=[O:26])[n:14][cH:15]2)[CH2:8][CH2:9]1.[C:37](=[O:38])([O-:39])[O-:40].[CH3:123][c:124]1[cH:125][cH:126][cH:127][cH:128][cH:129]1.[CH3:43][CH2:44][OH:45].[Cl:27][c:28]1[n:29][cH:30][cH:31][c:32]([B:34]([OH:35])[OH:36])[cH:33]1.[Na+:41].[Na+:42].[cH:46]1[cH:47][cH:48][c:49]([P:50]([Pd:51]([P:52]([c:53]2[cH:54][cH:55][cH:56][cH:57][cH:58]2)([c:59]2[cH:60][cH:61][cH:62][cH:63][cH:64]2)[c:65]2[cH:66][cH:67][cH:68][cH:69][cH:70]2)([P:71]([c:72]2[cH:73][cH:74][cH:75][cH:76][cH:77]2)([c:78]2[cH:79][cH:80][cH:81][cH:82][cH:83]2)[c:84]2[cH:85][cH:86][cH:87][cH:88][cH:89]2)[P:90]([c:91]2[cH:92][cH:93][cH:94][cH:95][cH:96]2)([c:97]2[cH:98][cH:99][cH:100][cH:101][cH:102]2)[c:103]2[cH:104][cH:105][cH:106][cH:107][cH:108]2)([c:109]2[cH:110][cH:111][cH:112][cH:113][cH:114]2)[c:115]2[cH:116][cH:117][cH:118][cH:119][cH:120]2)[cH:121][cH:122]1>>[C:1]([CH3:2])(=[O:3])[N:4]1[CH2:5][CH2:6][N:7]([c:10]2[cH:11][cH:12][c:13]([NH:16][C:17]([CH2:18][c:19]3[cH:20][cH:21][c:22](-[c:32]4[cH:31][cH:30][n:29][c:28]([Cl:27])[cH:33]4)[cH:23][cH:24]3)=[O:26])[n:14][cH:15]2)[CH2:8][CH2:9]1. Solvent: C(C)#N (acetonitrile). Yields the product [Br-].C(C)(C)(C)OC(=O)NC(C(=O)O[C@H]1C[N+]2(CCC1CC2)CC(=O)C2=C(C=CC=C2)OC)C2=CC=CC=C2 ((3R)-3-(2-(tert-butoxycarbonylamino)-2-phenylacetoxy)-1-(2-(2-methoxyphenyl)-2-oxoethyl)-1-azoniabicyclo[2.2.2]octane bromide). Reaction conditions: time 8 hour. Reactants: BrCC(=O)C1=C(C=CC=C1)OC (2-Bromo-1-(2-methoxyphenyl)ethanone), C(C)(C)(C)OC(=O)NC(C(=O)O[C@H]1CN2CCC1CC2)C2=CC=CC=C2 ((R)-quinuclidin-3-yl 2-(tert-butoxycarbonylamino)-2-phenylacetate). Reported procedure: 2-Bromo-1-(2-methoxyphenyl)ethanone (45.8 mg, 0.20 mmol) was added to a solution of (R)-quinuclidin-3-yl 2-(tert-butoxycarbonylamino)-2-phenylacetate (C1) (72.0 mg, 0.20 mmol) in acetonitrile (3 ml). The reaction was stirred at RT overnight. The product was collected by suction filtration to get (3R)-3-(2-(tert-butoxycarbonylamino)-2-phenylacetoxy)-1-(2-(2-methoxyphenyl)-2-oxoethyl)-1-azoniabicyclo[2.2.2]octane bromide (112 mg; 95% yield). Yield: 95.0%. As a reaction SMILES: [Br:1][CH2:2][C:3]([C:5]1[CH:10]=[CH:9][CH:8]=[CH:7][C:6]=1[O:11][CH3:12])=[O:4].[C:13]([O:17][C:18]([NH:20][CH:21]([C:33]1[CH:38]=[CH:37][CH:36]=[CH:35][CH:34]=1)[C:22]([O:24][C@@H:25]1[CH:30]2[CH2:31][CH2:32][N:27]([CH2:28][CH2:29]2)[CH2:26]1)=[O:23])=[O:19])([CH3:16])([CH3:15])[CH3:14]>C(#N)C>[Br-:1].[C:13]([O:17][C:18]([NH:20][CH:21]([C:33]1[CH:38]=[CH:37][CH:36]=[CH:35][CH:34]=1)[C:22]([O:24][C@@H:25]1[CH:30]2[CH2:31][CH2:32][N+:27]([CH2:2][C:3]([C:5]3[CH:10]=[CH:9][CH:8]=[CH:7][C:6]=3[O:11][CH3:12])=[O:4])([CH2:28][CH2:29]2)[CH2:26]1)=[O:23])=[O:19])([CH3:16])([CH3:14])[CH3:15] |f:3.4|. The reactants are [BH4-], COC(=O)CC(NC(=O)OC(C)(C)C)C(=O)O, C1CCOC1, CN1CCOCC1, CCOC(=O)Cl, [Na+], [Na+], O=C([O-])O, O. Product: COC(=O)CC(CO)NC(=O)OC(C)(C)C. As a reaction SMILES: [BH4-:31].[C:1]([CH3:2])([CH3:3])([CH3:4])[O:5][C:6](=[O:7])[NH:8][CH:9]([C:10](=[O:11])[OH:12])[CH2:13][C:14](=[O:15])[O:16][CH3:17].[CH2:38]1[O:39][CH2:40][CH2:41][CH2:42]1.[CH3:18][N:19]1[CH2:20][CH2:21][O:22][CH2:23][CH2:24]1.[Cl:25][C:26]([O:27][CH2:28][CH3:29])=[O:30].[Na+:32].[Na+:37].[O-:33][C:34]([OH:35])=[O:36].[OH2:43]>>[C:1]([CH3:2])([CH3:3])([CH3:4])[O:5][C:6](=[O:7])[NH:8][CH:9]([CH2:10][OH:11])[CH2:13][C:14](=[O:15])[O:16][CH3:17]. The reactants are BrC1=C(C=CC=C1)CCO (2-(2-bromophenyl)ethanol), [O-]C#N.[Na+] (sodium cyanate), C(=O)(C(F)(F)F)O (TFA). Run in [OH-].[Na+] (NaOH), C1=CC=CC=C1 (Benzene). Reaction conditions: time 6 hour. The product is C(N)(OCCC1=C(C=CC=C1)Br)=O (2-(2-bromophenyl)ethyl carbamate). RXN SMILES: [Br:1][C:2]1[CH:7]=[CH:6][CH:5]=[CH:4][C:3]=1[CH2:8][CH2:9][OH:10].[O-:11][C:12]#[N:13].[Na+].C(O)(C(F)(F)F)=O>C1C=CC=CC=1.[OH-].[Na+]>[C:12](=[O:11])([O:10][CH2:9][CH2:8][C:3]1[CH:4]=[CH:5][CH:6]=[CH:7][C:2]=1[Br:1])[NH2:13] |f:1.2,5.6|. Procedure details: To a solution of commercially available 2-(2-bromophenyl)ethanol (1 eq.) in Benzene (0.85M) at room temperature was added sodium cyanate (2.1 eq) then TFA (2.2 eq) dropwise. The mixture was stirred at room temperature for 6 h, poured in aqueous NaOH (1N) and extracted with EtOAc. The organic extract was washed with water, brine, dried over MgSO4 filtered and concentrated. Recrystallization in Et2O afforded the desired compound as a white solid.